Dataset: the Open Reaction Database (ORD), a public repository of structured organic reaction records. Task: describe an organic reaction: reactants, conditions, products, and yield Starting materials: CN, Nc1ncccc1C(=O)O. The product is CNC(=O)c1cccnc1N. Reaction SMILES: [CH3:11][NH2:12].[NH2:1][c:2]1[c:3]([C:4](=[O:5])[OH:6])[cH:7][cH:8][cH:9][n:10]1>>[NH2:1][c:2]1[c:3]([C:4](=[O:6])[NH:12][CH3:11])[cH:7][cH:8][cH:9][n:10]1.